This data is from the Open Reaction Database (ORD), a public repository of structured organic reaction records. The task is: describe an organic reaction: reactants, conditions, products, and yield Reactants: COCN(C[Si](C)(C)C)CC1=CC=CC=C1 (N-(Methoxymethyl)-N-(trimethylsilylmethyl)benzylamine), C(=O)(C(F)(F)F)O (TFA), COC=1C=C2C=CC(C2=CC1)=O (5-methoxy-inden-1-one). Run in C(Cl)Cl (CH2Cl2). Conditions: time 3 hour. Product: COC=1C=CC=2C(C3C(CNC3)C2C1)C (5-Methoxy-8-methyl-1,2,3,3a,8,8a-hexahydroindeno[1,2-c]pyrrole). As a reaction SMILES: CO[CH2:3][N:4](CC1C=CC=CC=1)[CH2:5][Si](C)(C)C.[C:17](O)(C(F)(F)F)=O.[CH3:24][O:25][C:26]1[CH:27]=[C:28]2[C:32](=[CH:33][CH:34]=1)[C:31](=O)[CH:30]=[CH:29]2>C(Cl)Cl>[CH3:24][O:25][C:26]1[CH:34]=[CH:33][C:32]2[CH:31]([CH3:17])[CH:30]3[CH2:5][NH:4][CH2:3][CH:29]3[C:28]=2[CH:27]=1. Procedure details: N-(Methoxymethyl)-N-(trimethylsilylmethyl)benzylamine (17.3 mL, 67.6 mmol) and TFA (3.4 mL) were added to a solution of 5-methoxy-inden-1-one (5.4 g, 33.8 mmol) in CH2Cl2 (165 mL) at 0° C. The reaction was stirred for 3 hours at room temperature and quenched with saturated aqueous NaHCO3 (165 mL). The organic layer was separated, washed with brine (100 mL), dried over MgSO4, and concentrated to afford the subtitle compound, which was used without further purification. MS calculated for C19H19NO2...